The task is: describe an organic reaction: reactants, conditions, products, and yield. This data is from the Open Reaction Database (ORD), a public repository of structured organic reaction records. Starting materials: CN1CCN(c2ncc(N)cn2)CC1, CN(C)C=O, COC=C1C(=O)NC(=O)c2ccc(I)cc21. Yields the product CN1CCN(c2ncc(NC=C3C(=O)NC(=O)c4ccc(I)cc43)cn2)CC1. As a reaction SMILES: [CH3:17][N:18]1[CH2:19][CH2:20][N:21]([c:24]2[n:25][cH:26][c:27]([NH2:30])[cH:28][n:29]2)[CH2:22][CH2:23]1.[CH3:31][N:32]([CH3:33])[CH:34]=[O:35].[I:1][c:2]1[cH:3][c:4]2[c:9]([cH:10][cH:11]1)[C:8](=[O:12])[NH:7][C:6](=[O:13])[C:5]2=[CH:14][O:15][CH3:16]>>[I:1][c:2]1[cH:3][c:4]2[c:9]([cH:10][cH:11]1)[C:8](=[O:12])[NH:7][C:6](=[O:13])[C:5]2=[CH:14][NH:30][c:27]1[cH:26][n:25][c:24]([N:21]2[CH2:20][CH2:19][N:18]([CH3:17])[CH2:23][CH2:22]2)[n:29][cH:28]1. Product: ClC=1C=NC(N(C1)CC1CO1)=O (5-Chloro-1-(2,3-epoxypropyl)pyrimidin-2-one). Yield: 12.6%. Reported procedure: Aqueous M-sodium hydroxide solution (2.5 ml) was added to a stirred solution of 1-(3-bromo-2-hydroxypropyl)-5-chloropyrimidin-2-one (669 mg) in tetrahydrofuran (50 ml) and the mixture was stirred at room temperature. After 1 h the reaction mixture was evaporated to a yellow solid which was subjected to column chromatography on silica developing and eluting with chloroform-ethanol, 19:1. This gave a white crystalline solid which was recrystallised from ethyl acetate to give white crystals of the ... Starting materials: M-sodium hydroxide, BrCC(CN1C(N=CC(=C1)Cl)=O)O (1-(3-bromo-2-hydroxypropyl)-5-chloropyrimidin-2-one). The solvent is O1CCCC1 (tetrahydrofuran). As a reaction SMILES: Br[CH2:2][CH:3]([OH:13])[CH2:4][N:5]1[CH:10]=[C:9]([Cl:11])[CH:8]=[N:7][C:6]1=[O:12]>O1CCCC1>[Cl:11][C:9]1[CH:8]=[N:7][C:6](=[O:12])[N:5]([CH2:4][CH:3]2[O:13][CH2:2]2)[CH:10]=1. Starting materials: [Cl-].[Al+3].[Cl-].[Cl-] (aluminum chloride), C1(C=2C(C(=O)O1)=CC=CC2)=O (phthalic anhydride), C(C)OC(C(C1=CC=CC=C1)CCCCCC)=O (α-hexylbenzeneacetic acid ethyl ester). The solvent is CN(C)C=O (DMF). The product is C(CCCCC)C(C(=O)O)C1=CC=C(C=C1)C(C1=C(C=CC=C1)C(=O)O)=O (α-Hexyl-4-(2-carboxybenzoyl)benzeneacetic acid), ester. Isolated yield 18.0%. RXN SMILES: [C:1]1(=[O:11])[O:6][C:4](=[O:5])[C:3]2=[CH:7][CH:8]=[CH:9][CH:10]=[C:2]12.C([O:14][C:15](=[O:29])[CH:16]([CH2:23][CH2:24][CH2:25][CH2:26][CH2:27][CH3:28])[C:17]1[CH:22]=[CH:21][CH:20]=[CH:19][CH:18]=1)C.[Cl-].[Al+3].[Cl-].[Cl-]>CN(C=O)C>[CH2:23]([CH:16]([C:17]1[CH:18]=[CH:19][C:20]([C:4](=[O:5])[C:3]2[CH:7]=[CH:8][CH:9]=[CH:10][C:2]=2[C:1]([OH:6])=[O:11])=[CH:21][CH:22]=1)[C:15]([OH:29])=[O:14])[CH2:24][CH2:25][CH2:26][CH2:27][CH3:28] |f:2.3.4.5|. Procedure details: The ethyl ester of the titled product was prepared in 18% yield by reacting phthalic anhydride and α-hexylbenzeneacetic acid ethyl ester in the presence of aluminum chloride in DMF according to the general procedure of Example 55. The title product was then prepared according to the procedure of Example 26 in yield from the intermediate ester, m.p. 118°-121° C. Reactants: C(C)(C)(C)OC(CC(C(C)C)(O)CCC1=CC=C(C=C1)OCC1=CC=CC=C1)=O (3-[2-(4-benzyloxy-phenyl)ethyl]-3-hydroxy-4-methyl-pentanoic acid tert-butyl ester), [OH-].[Li+] (Lithium hydroxide). The solvent is CO (MeOH), O (water). The product is C(C1=CC=CC=C1)OC1=CC=C(C=C1)CCC(CC(=O)O)(C(C)C)O (3-[2-(4-Benzyloxy-phenyl)-ethyl]-3-hydroxy-4-methyl-pentanoic acid). Reaction SMILES: C([O:5][C:6](=[O:29])[CH2:7][C:8]([CH2:13][CH2:14][C:15]1[CH:20]=[CH:19][C:18]([O:21][CH2:22][C:23]2[CH:28]=[CH:27][CH:26]=[CH:25][CH:24]=2)=[CH:17][CH:16]=1)([OH:12])[CH:9]([CH3:11])[CH3:10])(C)(C)C.[OH-].[Li+]>CO.O>[CH2:22]([O:21][C:18]1[CH:19]=[CH:20][C:15]([CH2:14][CH2:13][C:8]([OH:12])([CH:9]([CH3:10])[CH3:11])[CH2:7][C:6]([OH:29])=[O:5])=[CH:16][CH:17]=1)[C:23]1[CH:24]=[CH:25][CH:26]=[CH:27][CH:28]=1 |f:1.2|. Procedure details: The title compound was prepared by dissolving 3-[2-(4-benzyloxy-phenyl)ethyl]-3-hydroxy-4-methyl-pentanoic acid tert-butyl ester (28 g, 70.3 mmol) from Example QQQQ in MeOH (150 mL). Lithium hydroxide (5.9 g, 140.6 mmol) in water (50 mL) was added and the reaction heated to reflux for 5 hours, cooled and pumped to dryness under vacuum. The product was partitioned between water and Et2O. The aqueous layer was decanted, acidified with 1N HCL, and the precipitate was filtered and dried under vacuum...